Dataset: the Open Reaction Database (ORD), a public repository of structured organic reaction records. Task: describe an organic reaction: reactants, conditions, products, and yield RXN SMILES: [F:1][C:2]1[CH:7]=[CH:6][C:5]([F:8])=[CH:4][C:3]=1B(O)O.C(=O)([O-])[O-].[K+].[K+].Br[C:19]1[CH:24]=[C:23]([F:25])[CH:22]=[CH:21][C:20]=1[C:26](=[O:28])[CH3:27]>[Br-].C([N+](CCCC)(CCCC)CCCC)CCC.C([O-])(=O)C.[Pd+2].C([O-])(=O)C>[F:1][C:2]1[CH:7]=[CH:6][C:5]([F:8])=[CH:4][C:3]=1[C:19]1[CH:24]=[C:23]([F:25])[CH:22]=[CH:21][C:20]=1[C:26](=[O:28])[CH3:27] |f:1.2.3,5.6,7.8.9|. Reagents/catalysts: [Br-].C(CCC)[N+](CCCC)(CCCC)CCCC (tetrabutylammonium bromide), C(C)(=O)[O-].[Pd+2].C(C)(=O)[O-] (palladium acetate). Procedure details: The title compound was prepared from 2,5-difluorophenylboronic acid (2.0 g, 12.7 mmol), tetrabutylammonium bromide (3.71 g, 11.5 mmol), potassium carbonate (4.78 g, 34.6 mmol), 2′-bromo-4′-fluoroacetophenone (2.5 g, 11.5 mmol), and palladium acetate (259 mg, 1.15 mmol) according to the procedure and in the same manner as described in Example 105, step a. The product was purified by preparative liquid chromatography on a Biotage® 40 Mi column of prepacked silica gel (90 g), eluting with a gradien... Starting materials: FC1=C(C=C(C=C1)F)B(O)O (2,5-difluorophenylboronic acid), C([O-])([O-])=O.[K+].[K+] (potassium carbonate), BrC1=C(C=CC(=C1)F)C(C)=O (2′-bromo-4′-fluoroacetophenone). The product is FC1=C(C=C(C=C1)F)C1=C(C=CC(=C1)F)C(C)=O (1-(2′,5′,5-Trifluoro-1,1′-biphenyl-2-yl)ethanone). The yield is 27.2%. Reactants: OC1=C2C=C(C(NC2=C(C=C1)C)=O)C (5-Hydroxy-3,8-dimethylcarbostyril), C(C=C)I (allyl iodide), C([O-])([O-])=O.[K+].[K+] (potassium carbonate). The solvent is CN(C=O)C (dimethylformamide). Conditions: temperature 70 celsius, time 2 hour. Yields the product C(C=C)OC1=C2C=C(C(NC2=C(C=C1)C)=O)C (5-Allyloxy-3,8-dimethylcarbostyril). Isolated yield 89.0%. RXN SMILES: [OH:1][C:2]1[CH:11]=[CH:10][C:9]([CH3:12])=[C:8]2[C:3]=1[CH:4]=[C:5]([CH3:14])[C:6](=[O:13])[NH:7]2.[CH2:15](I)[CH:16]=[CH2:17].C(=O)([O-])[O-].[K+].[K+]>CN(C)C=O>[CH2:17]([O:1][C:2]1[CH:11]=[CH:10][C:9]([CH3:12])=[C:8]2[C:3]=1[CH:4]=[C:5]([CH3:14])[C:6](=[O:13])[NH:7]2)[CH:16]=[CH2:15] |f:2.3.4|. Procedure details: 5-Hydroxy-3,8-dimethylcarbostyril (4 g, 21.16 mmol) and allyl iodide (3.73 g, 22.2 mmol) were dissolved in dimethylformamide (44 ml), to which potassium carbonate (6.1 g, 44.2 mmol) was added, and stirred for 2 hours in a bath at 70° C. The solvent was distilled off, and the residue was dissolved in chloroform, and washed with water. After drying and condensing, the resultant residue was purified by silica gel chromatography (chloroform), and was subjected to recrystallization (chloroform-n-hexa... Reactants: O (Water), C([O-])([O-])=O.[K+].[K+] (potassium carbonate), compound 3-7, C(C)(C)(C)OC(NC(CCC1=CC(=C(C=C1)O)C(F)(F)F)(CO)CO)=O ([3-(4-hydroxy-3-trifluoromethylphenyl)-1,1-bis(hydroxymethyl)propyl]carbamic acid t-butyl ester). Solvent: CN(C=O)C (N,N-dimethylformamide). Conditions: temperature 80 celsius, time 6 hour. Product: C(C)(C)(C)OC(NC(CCC1=CC(=C(C=C1)OCCCCC1CCCCC1)C(F)(F)F)(CO)CO)=O ({3-[4-(4-cyclohexylbutoxy)-3-trifluoromethylphenyl]-1,1-bis(hydroxymethyl)propyl}carbamic acid t-butyl ester). The yield is 211.7%. RXN SMILES: [C:1]([O:5][C:6](=[O:26])[NH:7][C:8]([CH2:24][OH:25])([CH2:22][OH:23])[CH2:9][CH2:10][C:11]1[CH:16]=[CH:15][C:14]([OH:17])=[C:13]([C:18]([F:21])([F:20])[F:19])[CH:12]=1)([CH3:4])([CH3:3])[CH3:2].C(=O)([O-])[O-].[K+].[K+].O>CN(C)C=O>[C:1]([O:5][C:6](=[O:26])[NH:7][C:8]([CH2:22][OH:23])([CH2:24][OH:25])[CH2:9][CH2:10][C:11]1[CH:16]=[CH:15][C:14]([O:17][CH2:22][CH2:8][CH2:9][CH2:10][CH:11]2[CH2:16][CH2:15][CH2:14][CH2:13][CH2:12]2)=[C:13]([C:18]([F:20])([F:19])[F:21])[CH:12]=1)([CH3:4])([CH3:2])[CH3:3] |f:1.2.3|. Procedure: Compound 3-6 (360 mg) was dissolved in N,N-dimethylformamide (10 ml), potassium carbonate (262 mg) and compound 3-7 (250 mg) were added, and the mixture was stirred at 80° C. for 6 hr. Water was added to the reaction mixture, and the mixture was extracted with ethyl acetate, washed with water and saturated brine, and dried over anhydrous magnesium sulfate. The solvent was evaporated under reduced pressure to give the object product (520 mg) as a colorless oil. Starting materials: CO (methanol), BrCCCCC(CO)(C1=CC=C(C=C1)C)C (6-Bromo-2-methyl-2-p-tolylhexan-1-ol), BrCCCC(C(=O)OCC)(C)C (Ethyl 5-Bromo-2,2-dimethylpentanoate), [Li+].[BH4-] (LiBH4). Solvent: C(Cl)Cl (CH2Cl2). The product is BrCCCC(CO)(C)C (5-Bromo-2,2-dimethylpentan-1-ol). Yield: 108.1%. RXN SMILES: BrCCCCC(C)(C1C=CC(C)=CC=1)CO.[Br:17][CH2:18][CH2:19][CH2:20][C:21]([CH3:28])([CH3:27])[C:22](OCC)=[O:23].[Li+].[BH4-].CO>C(Cl)Cl>[Br:17][CH2:18][CH2:19][CH2:20][C:21]([CH3:28])([CH3:27])[CH2:22][OH:23] |f:2.3|. Reported procedure: According to the procedure given for the synthesis of 206e, 205a (94.0 g, 0.37 mol) was reduced with LiBH4 (12.97 g, 0.60 mol) and methanol (19.04 g, 0.60 mol) in CH2Cl2 (400 mL) to give 206a (78.0 g, 100%) as an oil. 1H NMR (DMSO-d6); δ 4.42 (s, 1 H), 3.45 (t, 2 H, J=6.6), 3.08 (s, 2 H), 1.84-1.69 (m, 2 H), 1.27 (t, 2 H, J=8.3), 0.78 (s, 6 H). 13C NMR (DMSO-d6); δ 69.7, 35.7, 34.5, 27.4, 24.0. Reactants: ClC1=NC=NC(=C1CC(=O)OC)OC (methyl 4-chloro-6-methoxy-pyrimidin-5-yl-acetate), CC(=O)C=1C=CC=C(C1)O (3-hydroxyacetophenone), C([O-])([O-])=O.[K+].[K+] (potassium carbonate), C1COCCOCCOCCOCCOCCO1 (18-crown-6). Solvent: CN(C=O)C (dimethylformamide). The product is C(C)(=O)C=1C=C(OC2=NC=NC(=C2CC(=O)OC)OC)C=CC1 (methyl 4-(3-acetylphenoxy)-6-methoxy-pyrimidin-5-yl-acetate). The yield is 90.1%. As a reaction SMILES: Cl[C:2]1[C:7]([CH2:8][C:9]([O:11][CH3:12])=[O:10])=[C:6]([O:13][CH3:14])[N:5]=[CH:4][N:3]=1.[CH3:15][C:16]([C:18]1[CH:19]=[CH:20][CH:21]=[C:22]([OH:24])[CH:23]=1)=[O:17].C(=O)([O-])[O-].[K+].[K+].C1OCCOCCOCCOCCOCCOC1>CN(C)C=O>[C:16]([C:18]1[CH:23]=[C:22]([CH:21]=[CH:20][CH:19]=1)[O:24][C:2]1[C:7]([CH2:8][C:9]([O:11][CH3:12])=[O:10])=[C:6]([O:13][CH3:14])[N:5]=[CH:4][N:3]=1)(=[O:17])[CH3:15] |f:2.3.4|. Reported procedure: A mixture of methyl 4-chloro-6-methoxy-pyrimidin-5-yl-acetate (21.7 g, 100 mmol), 3-hydroxyacetophenone (13.6 g, 100 mmol), potassium carbonate (20.7 g, 150 mmol) and a catalytic amount of 18-crown-6 in dimethylformamide (50 ml) is heated to +120° C. for 1 hour. Addition of crushed ice, filtration and drying gives the methyl 4-(3-acetylphenoxy)-6-methoxy-pyrimidin-5-yl-acetate (28.5 g) having a m.p. of 65°-67° C.